This data is from the Open Reaction Database (ORD), a public repository of structured organic reaction records. The task is: describe an organic reaction: reactants, conditions, products, and yield The reactants are ClC(C1OC([C@@H]2N1CCC2)=O)(Cl)Cl ((7aR)-3-(trichloromethyl)tetrahydropyrrolo[1,2-c]oxazol-1(3H)-one), C1CCOC1.CCCCCCC (THF heptane), ICI (Diiodomethane), [Li+].CC(C)[N-]C(C)C (LDA). Run in C1CCOC1 (THF). Run at temperature -40 celsius, time 30 minute. The product is CC12N(C(OC1=O)C(Cl)(Cl)Cl)CCC2 (7a-methyl-3-(trichloromethyl)tetrahydropyrrolo[1,2-c]oxazol-1(3H)-one), material. Reaction SMILES: [Cl:1][C:2]([Cl:13])([Cl:12])[CH:3]1[N:7]2[CH2:8][CH2:9][CH2:10][C@@H:6]2[C:5](=[O:11])[O:4]1.[Li+].[CH3:15]C([N-]C(C)C)C.C1COCC1.CCCCCCC.ICI>C1COCC1>[CH3:15][C:6]12[CH2:10][CH2:9][CH2:8][N:7]1[CH:3]([C:2]([Cl:1])([Cl:12])[Cl:13])[O:4][C:5]2=[O:11] |f:1.2,3.4|. Procedure details: To a solution of (7aR)-3-(trichloromethyl)tetrahydropyrrolo[1,2-c]oxazol-1(3H)-one (D48) (0.2 g, 0.82 mol) in THF (10 ml) cooled at −78° C. LDA 2M sol in THF/heptane (0.58 ml, 1.17 mol) was added and the mixture stirred 30 min. Diiodomethane (0.185 ml, 2.97 mol) was added and the temperature was allowed to warm to −40° C. over a period of 2 hrs then left at this temperature for an additional hour. The resulting mixture was partitioned between DCM and H2O. The aqueous phase was extracted with DCM... Starting materials: CN1[C@@H](CCC1)[C@H](C1=CC=CC=C1)N ([(S)-[(2S)-(1-methyl-2-pyrrolidinyl)]phenylmethyl]amine), ClC=1C(CC(C(=O)O)=CC1)=S(=O)=O (4-chloro-3-sulfonylbenzoic acid), Cl.CN(CCCN=C=NCC)C (1-[3-(dimethylamino)propyl]-3-ethylcarbodiimide hydrochloride), OC1=CC=CC=2NN=NC21 (hydroxybenzotriazole). Product: NS(=O)(=O)C=1C=C(C(=O)N[C@@H](C2=CC=CC=C2)[C@H]2N(CCC2)C)C=CC1Cl (3-(aminosulfonyl)-4-chloro-N-[(S)-[(2S)-1-methyl-2-pyrrolidinyl](phenyl)methyl]benzamide). Yield: 46.7%. RXN SMILES: [CH3:1][N:2]1[CH2:6][CH2:5][CH2:4][C@H:3]1[C@@H:7]([NH2:14])[C:8]1[CH:13]=[CH:12][CH:11]=[CH:10][CH:9]=1.Cl.C[N:17](C)CCCN=C=NCC.OC1C2N=NNC=2C=CC=1.[Cl:37][C:38]1[C:39](=[S:47](=[O:49])=[O:48])[CH2:40][C:41](=[CH:45][CH:46]=1)[C:42](O)=[O:43]>>[NH2:17][S:47]([C:39]1[CH:40]=[C:41]([CH:45]=[CH:46][C:38]=1[Cl:37])[C:42]([NH:14][C@H:7]([C@@H:3]1[CH2:4][CH2:5][CH2:6][N:2]1[CH3:1])[C:8]1[CH:13]=[CH:12][CH:11]=[CH:10][CH:9]=1)=[O:43])(=[O:49])=[O:48] |f:1.2|. Procedure details: According to the procedure described in Example 2, starting with 0.12 g (0.63 mmol) of [(S)-[(2S)-(1-methyl-2-pyrrolidinyl)]phenylmethyl]amine, 0.12 g (0.63 mmol) of 1-[3-(dimethylamino)propyl]-3-ethylcarbodiimide hydrochloride, 0.085 g (0.63 mmol) of hydroxybenzotriazole and 0.14 g (0.63 mmol) of 4-chloro-3-sulfonylbenzoic acid, and after work-up and purification by chromatography on silica gel with a gradient of dichloromethane and methanol, 0.12 g of 3-(aminosulfonyl)-4-chloro-N-[(S)-[(2S)-1-... The reactants are CCOC(C)=O, [H][H], Cc1ccc([N+](=O)[O-])cc1N1C(=O)c2ccc(C(=O)N(C)C)cc2C1=O. Yields the product Cc1ccc(N)cc1N1C(=O)c2ccc(C(=O)N(C)C)cc2C1=O. RXN SMILES: [CH3:29][CH2:30][O:31][C:32](=[O:33])[CH3:34].[H:27][H:28].[N+:1]([O-:2])(=[O:3])[c:4]1[cH:5][c:6]([N:11]2[C:12](=[O:26])[c:13]3[c:14]([cH:17][c:18]([C:21]([N:22]([CH3:23])[CH3:24])=[O:25])[cH:19][cH:20]3)[C:15]2=[O:16])[c:7]([CH3:10])[cH:8][cH:9]1>>[NH2:1][c:4]1[cH:5][c:6]([N:11]2[C:12](=[O:26])[c:13]3[c:14]([cH:17][c:18]([C:21]([N:22]([CH3:23])[CH3:24])=[O:25])[cH:19][cH:20]3)[C:15]2=[O:16])[c:7]([CH3:10])[cH:8][cH:9]1. Starting materials: [Br-], O=C(O)CCCCCCBr, CCCc1c(CSc2nnc(S)s2)ccc(C(C)=O)c1O, O=C([O-])[O-], CCCC[N+](CCCC)(CCCC)CCCC, CCC(C)=O, CCOC(C)=O, Cl, [K+], [K+], [Na+], [OH-]. Product: CCCc1c(CSc2nnc(SCCCCCCC(=O)O)s2)ccc(C(C)=O)c1O. RXN SMILES: [Br-:41].[Br:22][CH2:23][CH2:24][CH2:25][CH2:26][CH2:27][CH2:28][C:29](=[O:30])[OH:31].[C:1]([CH3:2])(=[O:3])[c:4]1[c:5]([OH:21])[c:6]([CH2:18][CH2:19][CH3:20])[c:7]([CH2:8][S:9][c:10]2[s:11][c:12]([SH:15])[n:13][n:14]2)[cH:16][cH:17]1.[C:32](=[O:33])([O-:34])[O-:35].[CH2:42]([N+:43]([CH2:44][CH2:45][CH2:46][CH3:47])([CH2:48][CH2:49][CH2:50][CH3:51])[CH2:52][CH2:53][CH2:54][CH3:55])[CH2:56][CH2:57][CH3:58].[CH2:65]([C:66]([CH3:67])=[O:68])[CH3:69].[CH3:59][CH2:60][O:61][C:62](=[O:63])[CH3:64].[ClH:40].[K+:36].[K+:37].[Na+:39].[OH-:38]>>[C:1]([CH3:2])(=[O:3])[c:4]1[c:5]([OH:21])[c:6]([CH2:18][CH2:19][CH3:20])[c:7]([CH2:8][S:9][c:10]2[s:11][c:12]([S:15][CH2:23][CH2:24][CH2:25][CH2:26][CH2:27][CH2:28][C:29](=[O:30])[OH:31])[n:13][n:14]2)[cH:16][cH:17]1. Starting materials: N1=CC(=CC=C1)N (pyridin-3-amine), BrC=1C(N(C=C(N1)Br)C)=O (3,5-dibromo-1-methylpyrazin-2(1H)-one), C(C)(C)N(CC)C(C)C (di-i-propylethylamine). Run in C(C)(C)O (i-propanol). Product: BrC=1N=C(C(N(C1)C)=O)NC=1C=NC=CC1 (5-Bromo-1-methyl-3-(pyridin-3-ylamino)pyrazin-2(1H)-one). The yield is 49.8%. As a reaction SMILES: [N:1]1[CH:6]=[CH:5][CH:4]=[C:3]([NH2:7])[CH:2]=1.Br[C:9]1[C:10](=[O:17])[N:11]([CH3:16])[CH:12]=[C:13]([Br:15])[N:14]=1.C(N(C(C)C)CC)(C)C>C(O)(C)C>[Br:15][C:13]1[N:14]=[C:9]([NH:7][C:3]2[CH:2]=[N:1][CH:6]=[CH:5][CH:4]=2)[C:10](=[O:17])[N:11]([CH3:16])[CH:12]=1. Procedure: A 100-mL single-neck round-bottomed flask equipped with a magnetic stirrer and a reflux condenser was charged with pyridin-3-amine (940 mg, 10 mmol), 3,5-dibromo-1-methylpyrazin-2(1H)-one (5.4 g, 20 mmol), i-propanol (50 mL), and di-i-propylethylamine (10 mL). The mixture was heated at reflux for 5 h. After the completion of the reaction, it was cooled to room temperature. The solvent was removed under reduced pressure. The crude was purified by silica-gel column chromatography eluting with 30:1... Reactants: BrC1=C(C=CC=C1C)CBr (2-bromo-1-(bromomethyl)-3-methylbenzene), [C-]#N.[K+] (potassium cyanide). The solvent is CN(C=O)C (dimethylformamide). Reaction conditions: temperature 90 celsius, time 8 hour. Yields the product BrC1=C(C=CC=C1C)CC#N (2-(2-bromo-3-methylphenyl)acetonitril). The yield is 66811.3%. Reaction SMILES: [Br:1][C:2]1[C:7]([CH3:8])=[CH:6][CH:5]=[CH:4][C:3]=1[CH2:9]Br.[C-:11]#[N:12].[K+]>CN(C)C=O>[Br:1][C:2]1[C:7]([CH3:8])=[CH:6][CH:5]=[CH:4][C:3]=1[CH2:9][C:11]#[N:12] |f:1.2|. Reported procedure: 2-bromo-1-(bromomethyl)-3-methylbenzene (15 g, 0.057 mmol) and potassium cyanide (9.6 g, 0. 148 mol) were added to dimethylformamide (75 ml) and stirred at 90° C. overnight. The solvent was evaporated under reduced pressure and the residue partitioned between water (150 ml) and methylene chloride. The aqueous layer was extracted twice with methylene chloride, the organic extracts was separated, washed twice with water and was evaporated under reduced pressure. Purification of the residue by colu... Reaction conditions: time 10 minute. As a reaction SMILES: [F:1][C:2]1[CH:7]=[C:6]([F:8])[CH:5]=[CH:4][C:3]=1[CH2:9][CH2:10][C:11]1[CH:16]=[CH:15][C:14]([S:17]([C:20]2[CH:21]=[C:22]([CH2:26][OH:27])[CH:23]=[CH:24][CH:25]=2)(=[O:19])=[O:18])=[CH:13][CH:12]=1.C(=O)C1C=CC=CC=1.C[N+]1([O-])CCOCC1>ClCCl.C(OCC)(=O)C.[Ru]([O-])(=O)(=O)=O.C([N+](CCC)(CCC)CCC)CC>[F:1][C:2]1[CH:7]=[C:6]([F:8])[CH:5]=[CH:4][C:3]=1[CH2:9][CH2:10][C:11]1[CH:12]=[CH:13][C:14]([S:17]([C:20]2[CH:21]=[C:22]([CH:23]=[CH:24][CH:25]=2)[CH:26]=[O:27])(=[O:18])=[O:19])=[CH:15][CH:16]=1 |f:5.6|. Starting materials: FC1=C(C=CC(=C1)F)CCC1=CC=C(C=C1)S(=O)(=O)C=1C=C(C=CC1)CO ([3-({4-[2-(2,4-difluorophenyl)ethyl]phenyl}sulfonyl)phenyl]methanol), C(C1=CC=CC=C1)=O (benzaldehyde), C[N+]1(CCOCC1)[O-] (4-Methylmorpholine N-oxide). Procedure: To a solution of [3-({4-[2-(2,4-difluorophenyl)ethyl]phenyl}sulfonyl)phenyl]methanol (prepared from 3-({4-[E)-2-(2,4-difluorophenyl)vinyl]phenyl}sulfonyl)benzaldehyde (Example 50 Step 1) according to the method of Example 117) in dichloromethane (4 mL) was added 4 Å molecular sieves (0.1 g) and the mixture stirred for 10 minutes. 4-Methylmorpholine N-oxide (68 mg, 0.58 mmol) was added in one portion and the reaction stirred for 10 minutes, then tetrapropylammonium perruthenate (6.9 mg, 0.02 mmol... Reagents/catalysts: [Ru](=O)(=O)(=O)[O-].C(CC)[N+](CCC)(CCC)CCC (tetrapropylammonium perruthenate). Isolated yield 68.0%. The product is FC1=C(C=CC(=C1)F)CCC1=CC=C(C=C1)S(=O)(=O)C=1C=C(C=O)C=CC1 (3-({4-[2-(2,4-difluorophenyl)ethyl]phenyl}sulfonyl)benzaldehyde). The solvent is ClCCl (dichloromethane), C(C)(=O)OCC (ethyl acetate). Starting materials: CC1=C(C=C(C=C1)N)NC1=NC=CC=C1C1=NC=NC=C1 (4-methyl-N3-(3-pyrimidin-4-yl-pyridin-2-yl)-benzene-1,3-diamine), N1=CC=CC=C1 (pyridine), ClC1=CC=C(C=C1)S(=O)(=O)Cl (4-chlorobenzenesulfonyl chloride). Run in C(Cl)Cl (CH2Cl2). Run at time 8 hour. Product: ClC1=CC=C(C=C1)S(=O)(=O)NC1=CC(=C(C=C1)C)NC1=NC=CC=C1C1=NC=NC=C1 (4-chloro-N-(4-methyl-3-((3-(4-pyrimidinyl)-2-pyridinyl)amino)phenyl)benzenesulfonamide). Reaction SMILES: [CH3:1][C:2]1[CH:7]=[CH:6][C:5]([NH2:8])=[CH:4][C:3]=1[NH:9][C:10]1[C:15]([C:16]2[CH:21]=[CH:20][N:19]=[CH:18][N:17]=2)=[CH:14][CH:13]=[CH:12][N:11]=1.N1C=CC=CC=1.[Cl:28][C:29]1[CH:34]=[CH:33][C:32]([S:35](Cl)(=[O:37])=[O:36])=[CH:31][CH:30]=1>C(Cl)Cl>[Cl:28][C:29]1[CH:34]=[CH:33][C:32]([S:35]([NH:8][C:5]2[CH:6]=[CH:7][C:2]([CH3:1])=[C:3]([NH:9][C:10]3[C:15]([C:16]4[CH:21]=[CH:20][N:19]=[CH:18][N:17]=4)=[CH:14][CH:13]=[CH:12][N:11]=3)[CH:4]=2)(=[O:37])=[O:36])=[CH:31][CH:30]=1. Reported procedure: To a solution of 4-methyl-N3-(3-pyrimidin-4-yl-pyridin-2-yl)-benzene-1,3-diamine (40 mg, 0.14 mmol) in CH2Cl2 (2.5 mL) was added pyridine (0.012 mL, 0.14 mmol) and 4-chlorobenzenesulfonyl chloride (30 mg, 0.14 mmol). The mixture was stirred overnight at RT, concentrated and purified by flash chromatography (0→50% EtOAc/n-Hexanes) to yield 4-chloro-N-(4-methyl-3-((3-(4-pyrimidinyl)-2-pyridinyl)amino)phenyl)benzenesulfonamide. MS m/z=452 [M+1]+. Calc'd for C22H18ClN5O2S: 451.94. Starting materials: C([O-])(O)=O.[Na+] (sodium bicarbonate), C(C1=CC=CC=C1)C1=NC(=CC=C1)N1C[C@H]([C@H](C1)O)O (2-benzyl-6-(cis-3,4-dihydroxypyrrolidine-1-yl)pyridine), CC1([C@@H]2CC[C@]1(C(=O)C2)CS(=O)(=O)O)C (dl-10-camphorsulfonic acid), COC(C)(C)OC (2,2-dimethoxypropane). Solvent: CN(C=O)C (N,N-dimethylformamide). Run at time 8 hour. The product is C(C1=CC=CC=C1)C1=NC(=CC=C1)N1C[C@H]2[C@@H](C1)OC(O2)(C)C (2-Benzyl-6-[cis-3,4-(dimethymethylenedioxy)pyrrolidine-1-yl]pyridine). Yield: 100.0%. RXN SMILES: [CH2:1]([C:8]1[CH:13]=[CH:12][CH:11]=[C:10]([N:14]2[CH2:18][C@H:17]([OH:19])[C@H:16]([OH:20])[CH2:15]2)[N:9]=1)[C:2]1[CH:7]=[CH:6][CH:5]=[CH:4][CH:3]=1.[CH3:21][C:22]1(C)[C@]2(CS(O)(=O)=O)C(C[C@H:23]1CC2)=O.COC(OC)(C)C.C(=O)(O)[O-].[Na+]>CN(C)C=O>[CH2:1]([C:8]1[CH:13]=[CH:12][CH:11]=[C:10]([N:14]2[CH2:15][C@H:16]3[O:20][C:22]([CH3:23])([CH3:21])[O:19][C@H:17]3[CH2:18]2)[N:9]=1)[C:2]1[CH:7]=[CH:6][CH:5]=[CH:4][CH:3]=1 |f:3.4|. Procedure details: A mixture of 2.5 g of 2-benzyl-6-(cis-3,4-dihydroxypyrrolidine-1-yl)pyridine, 2.3 g of dl-10-camphorsulfonic acid, 20 ml of 2,2-dimethoxypropane and 5.0 ml of N,N-dimethylformamide was stirred at room temperature overnight. Aqueous saturated sodium bicarbonate was added to the reaction solution, and the mixture was extracted with ethyl acetate. The organic phase was washed with water and brine, and the solvent was removed. Then, the residue was subjected to filtration through silica gel and elut... Starting materials: C(C)(=O)OC(C)=O (acetic anhydride), C(=O)C1=CC2=CC=CC=C2C=C1 (2-formylnaphthalene), Cl.NO (hydroxylamine hydrochloride), C(C)(=O)[O-].[Na+] (sodium acetate). The solvent is C(C)O (ethanol). The product is 2-Cyanonaphthalenes, C(#N)C1=CC2=CC=CC=C2C=C1 (2-cyanonaphthalene). As a reaction SMILES: [CH:1]([C:3]1[CH:12]=[CH:11][C:10]2[C:5](=[CH:6][CH:7]=[CH:8][CH:9]=2)[CH:4]=1)=O.Cl.[NH2:14]O.C([O-])(=O)C.[Na+].C(OC(=O)C)(=O)C>C(O)C>[C:1]([C:3]1[CH:12]=[CH:11][C:10]2[C:5](=[CH:6][CH:7]=[CH:8][CH:9]=2)[CH:4]=1)#[N:14] |f:1.2,3.4|. Reported procedure: 2-Cyanonaphthalenes are prepared by refluxing 2-formylnaphthalene with hydroxylamine hydrochloride and sodium acetate in ethanol to furnish the corresponding which is refluxed with acetic anhydride in the presence of an acid catalyst to furnish 2-cyanonaphthalene.